This data is from the Open Reaction Database (ORD), a public repository of structured organic reaction records. The task is: describe an organic reaction: reactants, conditions, products, and yield The reactants are O (water), O(C1=CC=CC=C1)C1=CC=C(C=C1)O (4-phenoxyphenol), CS(=O)(=O)C1=NC=C(C=C1)S(=O)(=O)C (2,5-bis(methylsulfonyl)pyridine), CC(C)(C)[O-].[K+] (t-BuOK). The solvent is C1CCOC1 (THF). Product: CS(=O)(=O)C=1C=CC(=NC1)OC1=CC=C(C=C1)OC1=CC=CC=C1 (5-(methylsulfonyl)-2-(4-phenoxyphenoxy)pyridine). Isolated yield 88.0%. As a reaction SMILES: [O:1]([C:8]1[CH:13]=[CH:12][C:11]([OH:14])=[CH:10][CH:9]=1)[C:2]1[CH:7]=[CH:6][CH:5]=[CH:4][CH:3]=1.CC([O-])(C)C.[K+].CS([C:25]1[CH:30]=[CH:29][C:28]([S:31]([CH3:34])(=[O:33])=[O:32])=[CH:27][N:26]=1)(=O)=O.O>C1COCC1>[CH3:34][S:31]([C:28]1[CH:29]=[CH:30][C:25]([O:14][C:11]2[CH:10]=[CH:9][C:8]([O:1][C:2]3[CH:7]=[CH:6][CH:5]=[CH:4][CH:3]=3)=[CH:13][CH:12]=2)=[N:26][CH:27]=1)(=[O:33])=[O:32] |f:1.2|. Procedure: To 4.75 g of 4-phenoxyphenol dissolved in a 20 ml THF/20 ml DMSO mixture was added 2.9 g of t-BuOK and then 6.0 g of 2,5-bis(methylsulfonyl)pyridine, and the resulting mixture heated at 58° C. for 11/2 hrs. The reaction mixture was cooled overnight and then poured into 200 ml of water and stirred. A pink-white solid precipitated which was recovered and then dried on a porous plate. Recrystallization and ethanol/CH2Cl2 gave purified 5-(methylsulfonyl)-2-(4-phenoxyphenoxy)pyridine, (88% yield), as... The product is BrCCC(=O)NCCCCCCCC (3-bromo-N-octylpropanamide). The solvent is ClCCl (dichloromethane), ClCCl (dichloromethane), ClCCl (dichloromethane). As a reaction SMILES: [Br:1][CH2:2][CH2:3][C:4](Cl)=[O:5].[CH2:7]([NH2:15])[CH2:8][CH2:9][CH2:10][CH2:11][CH2:12][CH2:13][CH3:14].N1C=CC=CC=1.O>ClCCl>[Br:1][CH2:2][CH2:3][C:4]([NH:15][CH2:7][CH2:8][CH2:9][CH2:10][CH2:11][CH2:12][CH2:13][CH3:14])=[O:5]. Reactants: C(CCCCCCC)N (octylamine), N1=CC=CC=C1 (Pyridine), O (water), BrCCC(=O)Cl (3-Bromopropionyl chloride). Procedure: 3-Bromopropionyl chloride (25.7 g) was dissolved in dichloromethane (150 ml), cooled to -10° and a solution of octylamine (20.7 g) in dichloromethane (50 ml) was added over 10 minutes at -10° to 0°. Pyridine (12.7 g) in dichloromethane (50 ml) was added to the white suspension at -10° to 0° giving an orange solution. After stirring for 1 hour at 0°, water (100 ml) was added, the phases separated and the aqueous phase extracted with dichloromethane (2×50 ml). The combined organic extracts were wa... Yield: 54.3%. Reaction conditions: time 1 hour. Reactants: CC(=O)O, CCO, [Na+], CCOC(=O)C(C)c1ccc2[nH]c(=O)oc2c1, [OH-], O. Product: CC(C(=O)O)c1ccc2[nH]c(=O)oc2c1. Reaction SMILES: [CH3:21][C:22](=[O:23])[OH:24].[CH3:25][CH2:26][OH:27].[Na+:19].[O:1]=[c:2]1[o:3][c:4]2[c:5]([nH:6]1)[cH:7][cH:8][c:9]([CH:11]([C:12](=[O:13])[O:14][CH2:15][CH3:16])[CH3:17])[cH:10]2.[OH-:18].[OH2:20]>>[O:1]=[c:2]1[o:3][c:4]2[c:5]([nH:6]1)[cH:7][cH:8][c:9]([CH:11]([C:12](=[O:13])[OH:14])[CH3:17])[cH:10]2. The reactants are C(C(=C)C)(=O)NCCCCCCCCCCC(=O)O (11-methacrylamidoundecanoic acid), C(C=C)(=O)OCC(CCCC)CC (2-ethylhexyl acrylate), C(C)(=O)OCC (ethyl acetate). The reagents and catalysts are N(=NC(C#N)(C)C)C(C#N)(C)C (azobisisobutyronitrile). Solvent: CO (methanol), CO (methanol). Reaction conditions: temperature 60 celsius. Yields the product C(C(=C)C)(=O)NCCCCCCCCCCC(=O)O.C(C=C)(=O)OCC(CCCC)CC (MAU 2-ethylhexyl acrylate). Yield: 373.9%. As a reaction SMILES: [C:1]([NH:6][CH2:7][CH2:8][CH2:9][CH2:10][CH2:11][CH2:12][CH2:13][CH2:14][CH2:15][CH2:16][C:17]([OH:19])=[O:18])(=[O:5])[C:2]([CH3:4])=[CH2:3].[C:20]([O:24][CH2:25][CH:26]([CH2:31][CH3:32])[CH2:27][CH2:28][CH2:29][CH3:30])(=[O:23])[CH:21]=[CH2:22].C(OCC)(=O)C>CO.N(C(C)(C)C#N)=NC(C)(C)C#N>[C:1]([NH:6][CH2:7][CH2:8][CH2:9][CH2:10][CH2:11][CH2:12][CH2:13][CH2:14][CH2:15][CH2:16][C:17]([OH:19])=[O:18])(=[O:5])[C:2]([CH3:4])=[CH2:3].[C:20]([O:24][CH2:25][CH:26]([CH2:31][CH3:32])[CH2:27][CH2:28][CH2:29][CH3:30])(=[O:23])[CH:21]=[CH2:22] |f:5.6|. Procedure details: In 59.69 g of methanol were dissolved 18.59 g (69.02 mmol) of 11-methacrylamidoundecanoic acid (MAU), 1.41 g (7.67 mmol) of 2-ethylhexyl acrylate (Sigma-Aldrich Japan K.K.), and 0.31 g (1.89 mmol) of azobisisobutyronitrile (Nacalai Tesque, Inc.). The solution was deaerated by bubbling nitrogen for 60 minutes. The container was covered with a septum, and the polymerization was conducted by heating at 60° C. for 20 hours. After the completion of the polymerization reaction, yellow candy-like mater...